Dataset: the Open Reaction Database (ORD), a public repository of structured organic reaction records. Task: describe an organic reaction: reactants, conditions, products, and yield The reactants are Cc1cccc(C)c1C(=O)NCCC(C)N1CCC(N(Cc2cccc(C#N)c2)c2ccc(O)cc2)CC1, CN(C)C(=O)Cl, [K+], [K+], O=C([O-])[O-], CN(C)C=O. Product: Cc1cccc(C)c1C(=O)NCCC(C)N1CCC(N(Cc2cccc(C#N)c2)c2ccc(OC(=O)N(C)C)cc2)CC1. As a reaction SMILES: [C:1](#[N:2])[c:3]1[cH:4][c:5]([CH2:6][N:7]([CH:8]2[CH2:9][CH2:10][N:11]([CH:14]([CH2:15][CH2:16][NH:17][C:18]([c:19]3[c:20]([CH3:26])[cH:21][cH:22][cH:23][c:24]3[CH3:25])=[O:27])[CH3:28])[CH2:12][CH2:13]2)[c:29]2[cH:30][cH:31][c:32]([OH:35])[cH:33][cH:34]2)[cH:36][cH:37][cH:38]1.[CH3:45][N:46]([C:47](=[O:48])[Cl:49])[CH3:50].[K+:39].[K+:40].[O-:41][C:42]([O-:43])=[O:44].[O:51]=[CH:52][N:53]([CH3:54])[CH3:55]>>[C:1](#[N:2])[c:3]1[cH:4][c:5]([CH2:6][N:7]([CH:8]2[CH2:9][CH2:10][N:11]([CH:14]([CH2:15][CH2:16][NH:17][C:18]([c:19]3[c:20]([CH3:26])[cH:21][cH:22][cH:23][c:24]3[CH3:25])=[O:27])[CH3:28])[CH2:12][CH2:13]2)[c:29]2[cH:30][cH:31][c:32]([O:35][C:47]([N:46]([CH3:45])[CH3:50])=[O:48])[cH:33][cH:34]2)[cH:36][cH:37][cH:38]1. The reactants are C[O-].[K+] (potassium methoxide), [H][H] (hydrogen), steel, C1=CC=C(C=C1)CC2=CC=C(C=C2)N (4-aminodiphenylmethane). Reagents/catalysts: [Ru] (ruthenium). Reaction conditions: temperature 290 celsius. The product is desired product, C1CCC(CC1)CC2CCC(CC2)N (4-aminodicyclohexylmethane). Reaction SMILES: [CH:1]1[CH:6]=[CH:5][C:4]([CH2:7][C:8]2[CH:13]=[CH:12][C:11]([NH2:14])=[CH:10][CH:9]=2)=[CH:3][CH:2]=1.C[O-].[K+].[H][H]>[Ru]>[CH2:1]1[CH2:2][CH2:3][CH:4]([CH2:7][CH:8]2[CH2:9][CH2:10][CH:11]([NH2:14])[CH2:12][CH2:13]2)[CH2:5][CH2:6]1 |f:1.2|. Procedure: In a steel autoclave fitted with a stirring apparatus and a product draw off system retaining the catalyst in the reactor can be placed 200 parts of 4-aminodiphenylmethane as described in British Patent 764,633 and 100 parts of a finely divided 5% ruthenium on an alumina support and 15 parts of potassium methoxide. The mixture within the autoclave can then be heated to 290°C with stirring and hydrogen added to maintain a pressure of 290 atmospheres for 20 minutes. The resulting mixture can then ... The reactants are N(=O)[O-].[Na+] (sodium nitrite), [I-].[Na+] (sodium iodide), FC=1C=C(C=CC1OC1=CC=CC=C1)N (3-fluoro-4-phenoxybenzenamine), S(O)(O)(=O)=O (sulfuric acid). Run in O (water), O (water), COCCOC (ethylene glycol dimethyl ether), O (water). Conditions: temperature -5 celsius, time 30 minute. Yields the product FC1=C(C=CC(=C1)I)OC1=CC=CC=C1 (2-fluoro-4-iodo-1-phenoxybenzene). The yield is 96.6%. As a reaction SMILES: [F:1][C:2]1[CH:3]=[C:4](N)[CH:5]=[CH:6][C:7]=1[O:8][C:9]1[CH:14]=[CH:13][CH:12]=[CH:11][CH:10]=1.S(=O)(=O)(O)O.N([O-])=O.[Na+].[I-:25].[Na+]>COCCOC.O>[F:1][C:2]1[CH:3]=[C:4]([I:25])[CH:5]=[CH:6][C:7]=1[O:8][C:9]1[CH:14]=[CH:13][CH:12]=[CH:11][CH:10]=1 |f:2.3,4.5|. Reported procedure: To a stirred solution of 3-fluoro-4-phenoxybenzenamine (2.6 g, 12.79 mmol, 1.00 equiv) in ethylene glycol dimethyl ether (35 mL) at room temperature was added a solution of 50% sulfuric acid (5 mL) in water (25 mL) dropwise. The reaction was cooled to −5° C. and a solution of sodium nitrite (1.33 g, 19.28 mmol, 1.51 equiv) in water (9 mL) was then added dropwise within 20 min. The resulting solution was stirred for 30 min at −5-0° C. A solution of sodium iodide (9.6 g, 64.00 mmol, 5.00 equiv) in... Reactants: FC=1C=C2C(=NNC2=CC1)I (5-fluoro-3-iodo-indazole), OC1COCC1 (3-hydroxytetrahydrofuran), 31A. Product: FC=1C=C2C(=NN(C2=CC1)C1COCC1)I (5-fluoro-3-iodo-1-(tetrahydrofuran-3-yl)-1H-indazole). Isolated yield 56.0%. Reaction SMILES: [F:1][C:2]1[CH:3]=[C:4]2[C:8](=[CH:9][CH:10]=1)[NH:7][N:6]=[C:5]2[I:11].O[CH:13]1[CH2:17][CH2:16][O:15][CH2:14]1>>[F:1][C:2]1[CH:3]=[C:4]2[C:8](=[CH:9][CH:10]=1)[N:7]([CH:13]1[CH2:17][CH2:16][O:15][CH2:14]1)[N:6]=[C:5]2[I:11]. Procedure details: The title compound was prepared from 5-fluoro-3-iodo-indazole and 3-hydroxytetrahydrofuran in 56% yield according to the general procedure for Preparation 31A. The minor isomer was not isolated or characterized. 1H NMR (400 MHz, CDCl3): δ 2.47-2.52 (2H, m), 3.95-4.00 (1H, m), 4.12-4.19 (2H, m), 4.19-4.28 (1H, m), 5.24-5.30 (1H, m), 7.12 (1H, dd, J=2.0, 8.4 Hz), 7.21 (1H, td, J=1.6, 8.8 Hz), 7.45 (1H, dd, J=4.0, 9.2 Hz).